Dataset: the Open Reaction Database (ORD), a public repository of structured organic reaction records. Task: describe an organic reaction: reactants, conditions, products, and yield Reactants: N(=NC(=O)OCC)C(=O)OCC (diethyl azodicarboxylate), C(C)(C)(C)C1=NN(C(=C1)C1=CC=CC=C1)CC1=CC=C(C=C1)CO ({4-[(3-tert-butyl-5-phenyl-1H-pyrazol-1-yl)methyl]phenyl}methanol), FC1=C(C=CC(=C1)O)CCC(=O)OCC (ethyl 3-(2-fluoro-4-hydroxyphenyl)propanoate), C1(=CC=CC=C1)P(C1=CC=CC=C1)C1=CC=CC=C1 (triphenylphosphine). Solvent: ClCCl (dichloromethane). Product: C(C)(C)(C)C1=NN(C(=C1)C1=CC=CC=C1)CC1=CC=C(COC2=CC(=C(C=C2)CCC(=O)OCC)F)C=C1 (ethyl 3-[4-({4-[(3-tert-butyl-5-phenyl-1H-pyrazol-1-yl)methyl]benzyl}oxy)-2-fluorophenyl]propanoate). RXN SMILES: [C:1]([C:5]1[CH:9]=[C:8]([C:10]2[CH:15]=[CH:14][CH:13]=[CH:12][CH:11]=2)[N:7]([CH2:16][C:17]2[CH:22]=[CH:21][C:20]([CH2:23][OH:24])=[CH:19][CH:18]=2)[N:6]=1)([CH3:4])([CH3:3])[CH3:2].[F:25][C:26]1[CH:31]=[C:30](O)[CH:29]=[CH:28][C:27]=1[CH2:33][CH2:34][C:35]([O:37][CH2:38][CH3:39])=[O:36].C1(P(C2C=CC=CC=2)C2C=CC=CC=2)C=CC=CC=1.N(C(OCC)=O)=NC(OCC)=O>ClCCl>[C:1]([C:5]1[CH:9]=[C:8]([C:10]2[CH:15]=[CH:14][CH:13]=[CH:12][CH:11]=2)[N:7]([CH2:16][C:17]2[CH:18]=[CH:19][C:20]([CH2:23][O:24][C:30]3[CH:29]=[CH:28][C:27]([CH2:33][CH2:34][C:35]([O:37][CH2:38][CH3:39])=[O:36])=[C:26]([F:25])[CH:31]=3)=[CH:21][CH:22]=2)[N:6]=1)([CH3:4])([CH3:2])[CH3:3]. Procedure details: To a mixture of {4-[(3-tert-butyl-5-phenyl-1H-pyrazol-1-yl)methyl]phenyl}methanol (320 mg, 1.0 mmol), ethyl 3-(2-fluoro-4-hydroxyphenyl)propanoate (212 mg, 1.0 mmol), triphenylphosphine (262 mg, 1.0 mmol) and dichloromethane (5 mL) added dropwise diethyl azodicarboxylate (40% toluene solution, 435 mg, 1.0 mmol) with stirring at room temperature, and the mixture was stirred at room temperature for 1 hr. After completion of the reaction, the reaction mixture was purified by silica gel column chrom...